This data is from the Open Reaction Database (ORD), a public repository of structured organic reaction records. The task is: describe an organic reaction: reactants, conditions, products, and yield Starting materials: CSC=1OCCCN1 (5,6-dihydro-2-(methylthio)-4H-1,3-oxazine), [N+](=O)([O-])CC(=O)OC (methyl nitroacetate). The reagents and catalysts are [Cl-].[Zn+2].[Cl-] (zinc chloride). The product is [N+](=O)([O-])C(C(=O)OC)=C1OCCCN1 (methyl nitro(tetrahydro-2H-1,3-oxazin-2-ylidene)acetate). Reaction SMILES: CS[C:3]1[O:4][CH2:5][CH2:6][CH2:7][N:8]=1.[N+:9]([CH2:12][C:13]([O:15][CH3:16])=[O:14])([O-:11])=[O:10]>[Cl-].[Zn+2].[Cl-]>[N+:9]([C:12](=[C:3]1[NH:8][CH2:7][CH2:6][CH2:5][O:4]1)[C:13]([O:15][CH3:16])=[O:14])([O-:11])=[O:10] |f:2.3.4|. Reported procedure: A mixture of 25 g of 5,6-dihydro-2-(methylthio)-4H-1,3-oxazine (Clapp, et al., J. Heterocyclic Chemistry, 5, 107 (1968)), 25 g of methyl nitroacetate and a catalytic amount of zinc chloride was heated to 90° over one hour and maintained at that temperature for an additional hour. The mixture then was cooled and triturated with ether to effect crystallization. The solid was recrystallized from ethanol to give methyl nitro(tetrahydro-2H-1,3-oxazin-2-ylidene)acetate (1A), as a yellow solid, m.p.: 1...